Dataset: the Open Reaction Database (ORD), a public repository of structured organic reaction records. Task: describe an organic reaction: reactants, conditions, products, and yield The reactants are Brc1ccccc1OCc1ccccc1, [Li]CCCC, C1CCOC1, CCCCCC, [Cl-], O=Cc1ccc(C=C(F)F)cc1, [NH4+], O. Yields the product OC(c1ccc(C=C(F)F)cc1)c1ccccc1OCc1ccccc1. As a reaction SMILES: [CH2:1]([c:2]1[cH:3][cH:4][cH:5][cH:6][cH:7]1)[O:8][c:9]1[c:10]([Br:15])[cH:11][cH:12][cH:13][cH:14]1.[CH2:22]([Li:23])[CH2:24][CH2:25][CH3:26].[CH2:41]1[O:42][CH2:43][CH2:44][CH2:45]1.[CH3:16][CH2:17][CH2:18][CH2:19][CH2:20][CH3:21].[Cl-:39].[F:27][C:28](=[CH:29][c:30]1[cH:31][cH:32][c:33]([CH:34]=[O:35])[cH:36][cH:37]1)[F:38].[NH4+:40].[OH2:46]>>[CH2:1]([c:2]1[cH:3][cH:4][cH:5][cH:6][cH:7]1)[O:8][c:9]1[c:10]([CH:34]([c:33]2[cH:32][cH:31][c:30]([CH:29]=[C:28]([F:27])[F:38])[cH:37][cH:36]2)[OH:35])[cH:11][cH:12][cH:13][cH:14]1.